This data is from the Open Reaction Database (ORD), a public repository of structured organic reaction records. The task is: describe an organic reaction: reactants, conditions, products, and yield Reactants: C(#N)C1=C(O)C=CC(=C1C#N)O (2,3-dicyanohydroquinone), [OH-].[K+] (potassium hydroxide), O (water), crude product, C(CCCCC)Br (hexyl bromide). Solvent: CO (methanol), CN(C=O)C (dimethylformamide). Conditions: temperature 50 celsius, time 3 hour. Yields the product C(#N)C1=C(C=CC(=C1C#N)OCCCCCC)O (2,3-dicyano-4-hexyloxyphenol). Isolated yield 31.8%. Reaction SMILES: [C:1]([C:3]1[C:9]([C:10]#[N:11])=[C:8]([OH:12])[CH:7]=[CH:6][C:4]=1[OH:5])#[N:2].[OH-].[K+].[CH2:15](Br)[CH2:16][CH2:17][CH2:18][CH2:19][CH3:20].O>CO.CN(C)C=O>[C:1]([C:3]1[C:9]([C:10]#[N:11])=[C:8]([O:12][CH2:15][CH2:16][CH2:17][CH2:18][CH2:19][CH3:20])[CH:7]=[CH:6][C:4]=1[OH:5])#[N:2] |f:1.2|. Procedure: 27 g (168.8 mM) of 2,3-dicyanohydroquinone and 22.2 g (337 mM) of 85%-potassium hydroxide were dissolved in a mixture solvent of 65 ml of methanol and 302 ml of dimethylformamide, followed by heating to 50° C. To the solution, 33.4 g (202.4 mM) of hexyl bromide were added dropwise in 25 minutes, followed by heating to 100° C. and stirring for 3 hours. The reaction mixture was poured into cold water and washed with ether. The water layer was acidified with 6N-hydrochloric acid to provide a pH val... Reactants: FC(C1=CC=C(OC2=CC=C(OC(C(=O)O)C)C=C2)C=C1)(F)F (2-[4-(4-trifluoromethylphenoxy)phenoxy]-propionic acid), ClC1=C(C=C(C=C1)Cl)S(=O)(=O)N=C=O (2,5-dichlorobenzene sulfonyl isocyanate). Conditions: time 18 hour. Yields the product ClC1=C(C=C(C=C1)Cl)S(=O)(=O)NC(C(C)OC1=CC=C(C=C1)OC1=CC=C(C=C1)C(F)(F)F)=O (N-(2,5-dichlorophenylsulfonyl)-2-[4-(4-trifluoromethylphenoxy)phenoxy] propionamide). Reaction SMILES: [F:1][C:2]([F:23])([F:22])[C:3]1[CH:21]=[CH:20][C:6]([O:7][C:8]2[CH:19]=[CH:18][C:11]([O:12][CH:13]([CH3:17])[C:14](O)=[O:15])=[CH:10][CH:9]=2)=[CH:5][CH:4]=1.[Cl:24][C:25]1[CH:30]=[CH:29][C:28]([Cl:31])=[CH:27][C:26]=1[S:32]([N:35]=C=O)(=[O:34])=[O:33]>>[Cl:24][C:25]1[CH:30]=[CH:29][C:28]([Cl:31])=[CH:27][C:26]=1[S:32]([NH:35][C:14](=[O:15])[CH:13]([O:12][C:11]1[CH:10]=[CH:9][C:8]([O:7][C:6]2[CH:20]=[CH:21][C:3]([C:2]([F:23])([F:1])[F:22])=[CH:4][CH:5]=2)=[CH:19][CH:18]=1)[CH3:17])(=[O:33])=[O:34]. Procedure: A solution of one gram (0.0031 mole) 2-[4-(4-trifluoromethylphenoxy)phenoxy]-propionic acid in dry CHCH3 was treated with 0.8 gram (g) (0.0081 mole) 2,5-dichlorobenzene sulfonyl isocyanate. The solution was stirred for approximately 18 hours, then heated to reflux for three hours, followed by cooling. Reactants: ClC1=NC=C(C=C1C(=O)N[C@@H](C)C1=CC=C(C(=O)OC(C)(C)C)C=C1)Cl (tert-Butyl 4-((1S)-1-{[(2,5-dichloropyridin-3-yl)carbonyl]amino}ethyl)benzoate), S1C(=NC=C1)C=1C=C(C=CC1)O (3-(1,3-thiazol-2-yl)phenol), C(C)(C)(C)N=P1(N(CCCN1C)C)N(CC)CC (2-tert-butylimino-2-diethylamino-1,3-dimethylperhydro-1,3,2-diazaphosphorine). The solvent is C1(=CC=CC=C1)C (toluene). Reaction conditions: temperature 110 celsius, time 5 hour. Product: ClC=1C=C(C(=NC1)OC1=CC(=CC=C1)C=1SC=CN1)C(=O)N[C@@H](C)C1=CC=C(C(=O)OC(C)(C)C)C=C1 (tert-Butyl 4-{(1S)-1-[({5-chloro-2-[3-(1,3-thiazol-2-yl)phenoxy]pyridin-3-yl}carbonyl)amino]ethyl}benzoate). RXN SMILES: Cl[C:2]1[C:7]([C:8]([NH:10][C@H:11]([C:13]2[CH:25]=[CH:24][C:16]([C:17]([O:19][C:20]([CH3:23])([CH3:22])[CH3:21])=[O:18])=[CH:15][CH:14]=2)[CH3:12])=[O:9])=[CH:6][C:5]([Cl:26])=[CH:4][N:3]=1.[S:27]1[CH:31]=[CH:30][N:29]=[C:28]1[C:32]1[CH:33]=[C:34]([OH:38])[CH:35]=[CH:36][CH:37]=1.C(N=P1(N(CC)CC)N(C)CCCN1C)(C)(C)C>C1(C)C=CC=CC=1>[Cl:26][C:5]1[CH:6]=[C:7]([C:8]([NH:10][C@H:11]([C:13]2[CH:25]=[CH:24][C:16]([C:17]([O:19][C:20]([CH3:23])([CH3:22])[CH3:21])=[O:18])=[CH:15][CH:14]=2)[CH3:12])=[O:9])[C:2]([O:38][C:34]2[CH:35]=[CH:36][CH:37]=[C:32]([C:28]3[S:27][CH:31]=[CH:30][N:29]=3)[CH:33]=2)=[N:3][CH:4]=1. Procedure details: A mixture of tert-butyl 4-((1S)-1-{[(2,5-dichloropyridin-3-yl)carbonyl]amino}ethyl)benzoate (step 1, 178 mg, 0.45 mmol), 3-(1,3-thiazol-2-yl)phenol (162 mg, 0.91 mmol) and 2-tert-butylimino-2-diethylamino-1,3-dimethylperhydro-1,3,2-diazaphosphorine (BEMP, 217 μL, 0.75 mmol) in toluene (2 mL) was stirred at 110° C. for 5 h. After removal of solvent, the residue was eluted on silica gel short column (hexane/ethyl acetate (4/1)) to afford 259 mg (quant.) of the title compound as a white amorphous: ... Reactants: CC(C(=O)Cl)(C)C (trimethylacetyl chloride), OCCN(C(CO)=O)CCO (N,N-bis(hydroxyethyl)hydroxyacetamide). Product: CC(C(=O)OCCN(C(COC(C(C)(C)C)=O)=O)CCOC(C(C)(C)C)=O)(C)C (N,N-bis(Trimethylacetyloxyethyl)trimethylacetyloxyacetamide). Reaction SMILES: [CH3:1][C:2]([CH3:7])([CH3:6])[C:3](Cl)=[O:4].[OH:8][CH2:9][CH2:10][N:11]([CH2:16][CH2:17][OH:18])[C:12](=[O:15])[CH2:13][OH:14]>>[CH3:1][C:2]([CH3:7])([CH3:6])[C:3]([O:8][CH2:9][CH2:10][N:11]([CH2:16][CH2:17][O:18][C:3](=[O:4])[C:2]([CH3:7])([CH3:6])[CH3:1])[C:12](=[O:15])[CH2:13][O:14][C:3](=[O:4])[C:2]([CH3:7])([CH3:6])[CH3:1])=[O:4]. Reported procedure: This compound was prepared from 73 g (0.6 mole) of trimethylacetyl chloride and 32.6 g (0.2 mole) of N,N-bis(hydroxyethyl)hydroxyacetamide by the procedure of Example 1. Its structure was established by infrared and nuclear magnetic resonance spectroscopy. It was a white solid with m.p. 51.4° C.